From a dataset of the Open Reaction Database (ORD), a public repository of structured organic reaction records. describe an organic reaction: reactants, conditions, products, and yield Reactants: [OH-].[Na+] (sodium hydroxide), FC1=C(C=CC=C1)C1=CC=C(C=C1)C(CCC(=O)OC)=O (4-(2′-fluoro-biphenyl-4-yl)-4-oxo-butyric acid, methyl ester), [OH-].[Na+] (sodium hydroxide). Solvent: O1CCCC1 (tetrahydrofuran), CO (methanol). Reaction conditions: time 23 hour. The product is FC1=C(C=CC=C1)C1=CC=C(C=C1)C(CCC(=O)O)=O (4-(2′-fluoro-biphenyl-4-yl)-4-oxo-butyric acid). Yield: 95.6%. RXN SMILES: [F:1][C:2]1[CH:7]=[CH:6][CH:5]=[CH:4][C:3]=1[C:8]1[CH:13]=[CH:12][C:11]([C:14](=[O:21])[CH2:15][CH2:16][C:17]([O:19]C)=[O:18])=[CH:10][CH:9]=1.[OH-].[Na+]>O1CCCC1.CO>[F:1][C:2]1[CH:7]=[CH:6][CH:5]=[CH:4][C:3]=1[C:8]1[CH:13]=[CH:12][C:11]([C:14](=[O:21])[CH2:15][CH2:16][C:17]([OH:19])=[O:18])=[CH:10][CH:9]=1 |f:1.2|. Procedure: To a stirred solution of 4-(2′-fluoro-biphenyl-4-yl)-4-oxo-butyric acid, methyl ester (7.17 g, 0.0250 mol) in tetrahydrofuran (60 mL) at room temperature was added a solution of sodium hydroxide (1.04 g, 0.026 mol) in methanol (60 mL), and the mixture was stirred for 23 hours. To the reaction was added 1.0 M aqueous sodium hydroxide (10 mL), and the mixture was stirred for an additional 24 hours. The mixture was rotary evaporated, and the residue was partitioned between water and chloroform. The... As a reaction SMILES: [Al+3:12].[CH2:15]([CH3:16])[O:17][C:18](=[O:19])[c:20]1[c:21]([CH2:27][C:28](=[O:29])[O:30][CH2:31][CH3:32])[n:22]([CH3:26])[cH:23][c:24]1[CH3:25].[Cl-:11].[Cl-:13].[Cl-:14].[Cl:34][CH2:35][CH2:36][Cl:37].[ClH:33].[c:1]1([CH3:10])[cH:2][cH:3][c:4]([C:7](=[O:8])[Cl:9])[cH:5][cH:6]1>>[c:1]1([CH3:10])[cH:2][cH:3][c:4]([C:7](=[O:8])[c:23]2[n:22]([CH3:26])[c:21]([CH2:27][C:28](=[O:29])[O:30][CH2:31][CH3:32])[c:20]([C:18]([O:17][CH2:15][CH3:16])=[O:19])[c:24]2[CH3:25])[cH:5][cH:6]1. The reactants are [Al+3], CCOC(=O)Cc1c(C(=O)OCC)c(C)cn1C, [Cl-], [Cl-], [Cl-], ClCCCl, Cl, Cc1ccc(C(=O)Cl)cc1. Yields the product CCOC(=O)Cc1c(C(=O)OCC)c(C)c(C(=O)c2ccc(C)cc2)n1C. Reactants: C1(=CC=CC=C1)S(=O)(=O)N1C(=C(C=C1)C(F)(F)F)C(=O)NC1=C(C=CC=C1)C (1-(phenylsulfonyl)-N-o-tolyl-3-(trifluoromethyl)-1H-pyrrole-2-carboxamide), solution, [OH-].[Na+] (sodium hydroxide). Run in CO (methanol). Reaction conditions: time 1 hour. Product: C1(=C(C=CC=C1)NC(=O)C=1NC=CC1C(F)(F)F)C (N-o-Tolyl-3-(trifluoromethyl)-1H-pyrrole-2-carboxamide). The yield is 32.6%. RXN SMILES: C1(S([N:10]2[CH:14]=[CH:13][C:12]([C:15]([F:18])([F:17])[F:16])=[C:11]2[C:19]([NH:21][C:22]2[CH:27]=[CH:26][CH:25]=[CH:24][C:23]=2[CH3:28])=[O:20])(=O)=O)C=CC=CC=1.[OH-].[Na+]>CO>[C:23]1([CH3:28])[CH:24]=[CH:25][CH:26]=[CH:27][C:22]=1[NH:21][C:19]([C:11]1[NH:10][CH:14]=[CH:13][C:12]=1[C:15]([F:16])([F:17])[F:18])=[O:20] |f:1.2|. Procedure details: To a solution of 1-(phenylsulfonyl)-N-o-tolyl-3-(trifluoromethyl)-1H-pyrrole-2-carboxamide (560 mg of crude material) in 12 mL of methanol was added 2 mL of an aqueous 1N solution of sodium hydroxide and the mixture was stirred at room temperature during 1 h. At the end of this period, no starting material was detected and the reaction was elaborated in the following way: methanol was evaporated and water was added basifying the mixture with saturated aqueous solution of potassium carbonate. Thi... Reactants: ClC1=C(C(=C(C(=C1F)F)F)F)F (chloropentafluorobenzene), C(C)(C)[Mg]Br (isopropylmagnesium bromide). Run in CCOCC (ether). Conditions: temperature 60 celsius. The product is FC1=C(C(=C(C(=C1[Mg]Br)F)F)F)F (Pentafluorophenylmagnesium bromide). Reaction SMILES: Cl[C:2]1[C:7]([F:8])=[C:6]([F:9])[C:5]([F:10])=[C:4]([F:11])[C:3]=1[F:12].C([Mg:16][Br:17])(C)C>CCOCC>[F:8][C:7]1[C:2]([Mg:16][Br:17])=[C:3]([F:12])[C:4]([F:11])=[C:5]([F:10])[C:6]=1[F:9]. Procedure details: In a drybox, 31.45 g of chloropentafluorobenzene prepared as in Example 21 above (0.155 mole) and 64.42 g of a 2 molar ether solution of isopropylmagnesium bromide (iPrMgBr) (0.141 mole) are charged to a Fisher Porter reactor and heated to 60° C. for 4.5 hours. Pentafluorophenylmagnesium bromide is formed. Reactants: FC1=CC(=C(N)C=C1)[N+](=O)[O-] (4-fluoro-2-nitroaniline), C(C)(C)NC(C)C (diisopropylamine), ClC(=O)OC1=CC=CC=C1 (phenyl chloroformate). The solvent is ClCCl (dichloromethane). Conditions: time 8 hour. The product is FC1=CC(=C(C=C1)NC(OC1=CC=CC=C1)=O)[N+](=O)[O-] (phenyl 4-fluoro-2-nitrophenylcarbamate). The yield is 29.7%. As a reaction SMILES: [F:1][C:2]1[CH:8]=[CH:7][C:5]([NH2:6])=[C:4]([N+:9]([O-:11])=[O:10])[CH:3]=1.C(NC(C)C)(C)C.Cl[C:20]([O:22][C:23]1[CH:28]=[CH:27][CH:26]=[CH:25][CH:24]=1)=[O:21]>ClCCl>[F:1][C:2]1[CH:8]=[CH:7][C:5]([NH:6][C:20](=[O:21])[O:22][C:23]2[CH:28]=[CH:27][CH:26]=[CH:25][CH:24]=2)=[C:4]([N+:9]([O-:11])=[O:10])[CH:3]=1. Reported procedure: To a solution of 4-fluoro-2-nitroaniline (1.56 g) and diisopropylamine (1.68 ml) in dichloromethane (20 ml) was added dropwise under ice-cooling phenyl chloroformate (1.51 g). After stirring the mixture at room temperature overnight, the reaction solution was washed with water, saturated saline, dried over anhydrous MgSO4 and the solvent was distilled off. Crystallization of the residue from diisopropyl ether afforded phenyl 4-fluoro-2-nitrophenylcarbamate (0.79 g, 29%) as crystals. Starting materials: O=C([O-])O, ClCCl, [Na+], CCCCC(NC(=O)OCC1(CSc2ncccn2)CCC1)C(O)C(=O)NC(C)c1ccccc1. The product is CCCCC(NC(=O)OCC1(CSc2ncccn2)CCC1)C(=O)C(=O)NC(C)c1ccccc1. RXN SMILES: [C:36](=[O:37])([OH:38])[O-:39].[Cl:41][CH2:42][Cl:43].[Na+:40].[OH:1][CH:2]([C:3]([NH:4][CH:5]([CH3:6])[c:7]1[cH:8][cH:9][cH:10][cH:11][cH:12]1)=[O:13])[CH:14]([CH2:15][CH2:16][CH2:17][CH3:18])[NH:19][C:20]([O:21][CH2:22][C:23]1([CH2:27][S:28][c:29]2[n:30][cH:31][cH:32][cH:33][n:34]2)[CH2:24][CH2:25][CH2:26]1)=[O:35]>>[O:1]=[C:2]([C:3]([NH:4][CH:5]([CH3:6])[c:7]1[cH:8][cH:9][cH:10][cH:11][cH:12]1)=[O:13])[CH:14]([CH2:15][CH2:16][CH2:17][CH3:18])[NH:19][C:20]([O:21][CH2:22][C:23]1([CH2:27][S:28][c:29]2[n:30][cH:31][cH:32][cH:33][n:34]2)[CH2:24][CH2:25][CH2:26]1)=[O:35]. Reactants: N1C=NC(=C1)C1CC(C2=C(C(=C(C=C12)OC)C)C)O (3-(1H-Imidazol-4-yl)-5-methoxy-6,7-dimethylindan-1-ol), [H][H] (hydrogen). The reagents and catalysts are [Pd] (palladium on carbon). The solvent is C(C)O (ethanol), Cl (hydrochloric acid). The product is COC1=C(C(=C2CCC(C2=C1)C=1N=CNC1)C)C (4-(6-Methoxy-4,5-dimethylindan-1-yl)-1H-imidazole). As a reaction SMILES: [NH:1]1[CH:5]=[C:4]([CH:6]2[C:14]3[C:9](=[C:10]([CH3:18])[C:11]([CH3:17])=[C:12]([O:15][CH3:16])[CH:13]=3)[CH:8](O)[CH2:7]2)[N:3]=[CH:2]1.[H][H]>C(O)C.Cl.[Pd]>[CH3:16][O:15][C:12]1[CH:13]=[C:14]2[C:9]([CH2:8][CH2:7][CH:6]2[C:4]2[N:3]=[CH:2][NH:1][CH:5]=2)=[C:10]([CH3:18])[C:11]=1[CH3:17]. Procedure details: 3-(1H-Imidazol-4-yl)-5-methoxy-6,7-dimethylindan-1-ol (0.29 g) is dissolved in the mixture of ethanol (30 ml) and concentrated hydrochloric acid (0.2 ml). The solution is hydrogenated at 50-55° C. with 10% palladium on carbon as catalyst until no more hydrogen is consumed. The mixture is filtered and the filtrate is evaporated to dryness. The residue is crystallized from the mixture of ethyl acetate and ethanol. M.p. of the hydrochloride salt is 174-177° C.